The task is: describe an organic reaction: reactants, conditions, products, and yield. This data is from the Open Reaction Database (ORD), a public repository of structured organic reaction records. The reactants are CS(C)=O, CC(c1ccc(-c2ccccc2)c(F)c1)c1nc(CCl)no1, N#C[Na]. Product: CC(c1ccc(-c2ccccc2)c(F)c1)c1nc(CC#N)no1. RXN SMILES: [CH3:26][S:27](=[O:28])[CH3:29].[Cl:1][CH2:2][c:3]1[n:4][o:5][c:6]([CH:8]([c:9]2[cH:10][c:11]([F:21])[c:12](-[c:15]3[cH:16][cH:17][cH:18][cH:19][cH:20]3)[cH:13][cH:14]2)[CH3:22])[n:7]1.[Na:23][C:24]#[N:25]>>[CH2:2]([c:3]1[n:4][o:5][c:6]([CH:8]([c:9]2[cH:10][c:11]([F:21])[c:12](-[c:15]3[cH:16][cH:17][cH:18][cH:19][cH:20]3)[cH:13][cH:14]2)[CH3:22])[n:7]1)[C:24]#[N:25].